The task is: describe an organic reaction: reactants, conditions, products, and yield. This data is from the Open Reaction Database (ORD), a public repository of structured organic reaction records. The reactants are FC(C=1C=C(C=C(C1)C(F)(F)F)[C@@H]1[C@@H](N(C(O1)=O)CC1=NC(=NC=C1C=1C=C(C=NC1OC)C1=C(C=C(C(=O)OC)C=C1)C)S(=O)(=O)C)C)(F)F (methyl 4-{5-[4-({(4S,5R)-5-[3,5-bis(trifluoromethyl)phenyl]-4-methyl-2-oxo-1,3-oxazolidin-3-yl}methyl)-2-(methylsulfonyl)pyrimidin-5-yl]-6-methoxypyridin-3-yl}-3-methylbenzoate), FC(C=1C=C(C=C(C1)C(F)(F)F)[C@@H]1[C@@H](N(C(O1)=O)CC1=NC(=NC=C1C=1C=C(C=NC1OC)C1=C(C=C(C(=O)OC)C=C1)C)S(=O)(=O)C)C)(F)F (methyl 4-{5-[4-({(4S,5R)-5-[3,5-bis(trifluoromethyl)phenyl]-4-methyl-2-oxo-1,3-oxazolidin-3-yl}methyl)-2-(methylsulfonyl)pyrimidin-5-yl]-6-methoxypyridin-3-yl}-3-methylbenzoate), N1C=NC=C1 (imidazole). Run in O1CCOCC1 (1,4-dioxane). Conditions: time 8 hour. Product: FC(C=1C=C(C=C(C1)C(F)(F)F)[C@@H]1[C@@H](N(C(O1)=O)CC1=NC(=NC=C1C=1C=C(C=NC1OC)C1=C(C=C(C(=O)OC)C=C1)C)N1C=NC=C1)C)(F)F (Methyl 4-{5-[4-({(4S,5R)-5-[3,5-bis(trifluoromethyl)phenyl]-4-methyl-2-oxo-1,3-oxazolidin-3-yl}methyl)-2-(1H-imidazol-1-yl)pyrimidin-5-yl]-6-methoxypyridin-3-yl}-3-methylbenzoate). As a reaction SMILES: [F:1][C:2]([F:51])([F:50])[C:3]1[CH:4]=[C:5]([C@H:13]2[O:17][C:16](=[O:18])[N:15]([CH2:19][C:20]3[C:25]([C:26]4[CH:27]=[C:28]([C:34]5[CH:43]=[CH:42][C:37]([C:38]([O:40][CH3:41])=[O:39])=[CH:36][C:35]=5[CH3:44])[CH:29]=[N:30][C:31]=4[O:32][CH3:33])=[CH:24][N:23]=[C:22](S(C)(=O)=O)[N:21]=3)[C@H:14]2[CH3:49])[CH:6]=[C:7]([C:9]([F:12])([F:11])[F:10])[CH:8]=1.[NH:52]1[CH:56]=[CH:55][N:54]=[CH:53]1>O1CCOCC1>[F:1][C:2]([F:51])([F:50])[C:3]1[CH:4]=[C:5]([C@H:13]2[O:17][C:16](=[O:18])[N:15]([CH2:19][C:20]3[C:25]([C:26]4[CH:27]=[C:28]([C:34]5[CH:43]=[CH:42][C:37]([C:38]([O:40][CH3:41])=[O:39])=[CH:36][C:35]=5[CH3:44])[CH:29]=[N:30][C:31]=4[O:32][CH3:33])=[CH:24][N:23]=[C:22]([N:52]4[CH:56]=[CH:55][N:54]=[CH:53]4)[N:21]=3)[C@H:14]2[CH3:49])[CH:6]=[C:7]([C:9]([F:12])([F:11])[F:10])[CH:8]=1. Procedure details: Methyl 4-{5-[4-({(4S,5R)-5-[3,5-bis(trifluoromethyl)phenyl]-4-methyl-2-oxo-1,3-oxazolidin-3-yl}methyl)-2-(methylsulfonyl)pyrimidin-5-yl]-6-methoxypyridin-3-yl}-3-methylbenzoate (INTERMEDIATE 46, 125 mg, 0.169 mmol), 1,4-dioxane (1.1 mL) and imidazole (57.6 mg, 0.846 mmol) were stirred at 80° C. for 20 minutes in a 1 dram vial. LCMS shows about 2/3 conversion to target. Dropped temperature to 40° C., and stirred overnight, at which time LCMS showed reaction is complete. The reaction was directly ... The reactants are O=C([O-])[O-], CN(C)C=O, NC(=O)c1ccnc(Cl)n1, [I-], [K+], [K+], CC(C)(C)OC(=O)NCC1CCCNC1, [Na+], O. As a reaction SMILES: [C:26](=[O:27])([O-:28])[O-:29].[CH3:35][N:36]([CH3:37])[CH:38]=[O:39].[Cl:16][c:17]1[n:18][cH:19][cH:20][c:21]([C:23](=[O:24])[NH2:25])[n:22]1.[I-:33].[K+:30].[K+:31].[NH:1]1[CH2:2][CH:3]([CH2:7][NH:8][C:9]([O:10][C:11]([CH3:12])([CH3:13])[CH3:14])=[O:15])[CH2:4][CH2:5][CH2:6]1.[Na+:32].[OH2:34]>>[N:1]1([c:17]2[n:18][cH:19][cH:20][c:21]([C:23](=[O:24])[NH2:25])[n:22]2)[CH2:2][CH:3]([CH2:7][NH:8][C:9]([O:10][C:11]([CH3:12])([CH3:13])[CH3:14])=[O:15])[CH2:4][CH2:5][CH2:6]1. The product is CC(C)(C)OC(=O)NCC1CCCN(c2nccc(C(N)=O)n2)C1. Reactants: [Al+3].[Cl-].[Cl-].[Cl-] (AlCl3), C1(=CC=CC=C1)[Mg]Br (phenylmagnesium bromide), C1(=CC=CC=C1)C (PhMe), crude product, C1(=CC=CC=C1)C (PhMe). Solvent: C(C)(C)OC(C)C (diisopropyl ether). Run at time 3.5 hour. The product is C1(=CC=CC=C1)[Al](C1=CC=CC=C1)C1=CC=CC=C1 (Triphenylaluminum). Isolated yield 18.0%. As a reaction SMILES: [Al+3:1].[Cl-].[Cl-].[Cl-].[C:5]1([Mg]Br)[CH:10]=[CH:9][CH:8]=[CH:7][CH:6]=1.[C:13]1(C)[CH:18]=[CH:17][CH:16]=[CH:15][CH:14]=1>C(OC(C)C)(C)C>[C:5]1([Al:1]([C:13]2[CH:14]=[CH:15][CH:16]=[CH:17][CH:18]=2)[C:5]2[CH:10]=[CH:9][CH:8]=[CH:7][CH:6]=2)[CH:10]=[CH:9][CH:8]=[CH:7][CH:6]=1 |f:0.1.2.3|. Reported procedure: To a suspension of AlCl3 (1.25 g, 9.4 mmol) in diisopropyl ether (20 mL) was added phenylmagnesium bromide (10.8 mL, 27 mmol, 2.5 M in Et2O) at 0-5° C. The mixture was stirred at room temperature for 3-4 hours. The solvent was removed using a high-vacuum pump affording a white solid. To the solid was added PhMe (15 mL) and the mixture was stirred for 15 min, and then the resulting slurry was filtered under an atmosphere of nitrogen. The clear filtrate was evaporated to about ⅓rd of the original ... Starting materials: O1CCN(CC1)CCOC1=CC=C2C(=C(C(C2=C1)=O)Br)C1=CC(=CC(=C1)F)F (6-(2-Morpholinoethoxy)-2-bromo-3-(3,5-difluorophenyl)-1H-inden-1-one), O1CCN(CC1)CCOC1=CC=C2C(=C(C(C2=C1)=O)Br)C1=CC=CC=C1 (6-(2-morpholinoethoxy)-2-bromo-3-phenyl-1H-inden-1-one), FC(C1=CC=C(C=C1)B(O)O)(F)F (4-(trifluoromethyl)phenylboronic acid). The product is O1CCN(CC1)CCOC1=CC=C2C(=C(C(C2=C1)=O)C1=CC=C(C=C1)C(F)(F)F)C1=CC(=CC(=C1)F)F (6-(2-morpholinoethoxy)-2-(4-(trifluoromethyl)phenyl)-3-(3,5-difluorophenyl)-1H-inden-1-one). Isolated yield 55.0%. As a reaction SMILES: [O:1]1[CH2:6][CH2:5][N:4]([CH2:7][CH2:8][O:9][C:10]2[CH:18]=[C:17]3[C:13]([C:14]([C:21]4[CH:26]=[C:25]([F:27])[CH:24]=[C:23]([F:28])[CH:22]=4)=[C:15](Br)[C:16]3=[O:19])=[CH:12][CH:11]=2)[CH2:3][CH2:2]1.O1CCN(CCOC2C=C3C(C(C4C=CC=CC=4)=C(Br)C3=O)=CC=2)CC1.[F:55][C:56]([F:67])([F:66])[C:57]1[CH:62]=[CH:61][C:60](B(O)O)=[CH:59][CH:58]=1>>[O:1]1[CH2:6][CH2:5][N:4]([CH2:7][CH2:8][O:9][C:10]2[CH:18]=[C:17]3[C:13]([C:14]([C:21]4[CH:26]=[C:25]([F:27])[CH:24]=[C:23]([F:28])[CH:22]=4)=[C:15]([C:60]4[CH:61]=[CH:62][C:57]([C:56]([F:67])([F:66])[F:55])=[CH:58][CH:59]=4)[C:16]3=[O:19])=[CH:12][CH:11]=2)[CH2:3][CH2:2]1. Procedure details: The procedure of Step 7 of Example 1 was repeated except for using 6-(2-morpholinoethoxy)-2-bromo-3-(3,5-difluorophenyl)-1H-inden-1-one obtained in Step 6 of Example 36 as a starting material instead of 6-(2-morpholinoethoxy)-2-bromo-3-phenyl-1H-inden-1-one, 4-(trifluoromethyl)phenylboronic acid instead of 3-pyridinylboronic acid, and being purified by silica gel column chromatography (acetone/hexanes=1:2) to obtain the title compound (55%). Starting materials: N[C@H](CN1N=C(C=C1)C1=C(C(=C(C#N)C=C1)Cl)C)C ((S)-4-(1-(2-aminopropyl)-1H-pyrazol-3-yl)-2-chloro-3-methylbenzonitrile), FC(C1=CC(=NN1)C(=O)O)(F)F (5-trifluoromethyl-1H-pyrazole-3-carboxylic acid), C=1C=CC2=C(C1)N=NN2O (HOBt), CCN(C(C)C)C(C)C (DIPEA), CCN=C=NCCCN(C)C (EDCI). The solvent is C(Cl)Cl (DCM). The product is ClC=1C(=C(C=CC1C#N)C1=NN(C=C1)C[C@H](C)NC(=O)C1=NNC(=C1)C(F)(F)F)C ((S)—N-(1-(3-(3-chloro-4-cyano-2-methylphenyl)-1H-pyrazol-1-yl)propan-2-yl)-5-(trifluoromethyl)-1H-pyrazole-3-carboxamide). Isolated yield 41.1%. RXN SMILES: [NH2:1][C@@H:2]([CH3:19])[CH2:3][N:4]1[CH:8]=[CH:7][C:6]([C:9]2[CH:16]=[CH:15][C:12]([C:13]#[N:14])=[C:11]([Cl:17])[C:10]=2[CH3:18])=[N:5]1.[F:20][C:21]([F:31])([F:30])[C:22]1[NH:26][N:25]=[C:24]([C:27](O)=[O:28])[CH:23]=1.C1C=CC2N(O)N=NC=2C=1.CCN(C(C)C)C(C)C.CCN=C=NCCCN(C)C>C(Cl)Cl>[Cl:17][C:11]1[C:10]([CH3:18])=[C:9]([C:6]2[CH:7]=[CH:8][N:4]([CH2:3][C@@H:2]([NH:1][C:27]([C:24]3[CH:23]=[C:22]([C:21]([F:31])([F:20])[F:30])[NH:26][N:25]=3)=[O:28])[CH3:19])[N:5]=2)[CH:16]=[CH:15][C:12]=1[C:13]#[N:14]. Procedure: The title compound was prepared from (S)-4-(1-(2-aminopropyl)-1H-pyrazol-3-yl)-2-chloro-3-methylbenzonitrile (0.15 g, 0.546 mmol), 5-trifluoromethyl-1H-pyrazole-3-carboxylic acid (0.108 g, 0.601 mmol), HOBt (0.111 g, 0.819 mmol), DIPEA (0.143 ml, 0.819 mmol) and EDCI (0.157 g, 0.819 mmol) using DCM as solvent using the method of Example 34(d) affording 0.098 g of the title compound. 1H-NMR (400 MHz; d6-DMSO): δ 1.18 (d, 3H), 2.48 (s, 3H), 4.30 (m, 2H), 4.46 (m, 1H), 6.60 (d, 1H), 7.21 (m, 1H), 7... Reactants: CCCC[N+](CCCC)(CCCC)CCCC, [F-], C1CCOC1, O, O=C(Nc1cccc(F)c1)Nc1ccc(Cc2cn(S(=O)(=O)c3ccccc3)c3ncccc23)cn1. Yields the product O=C(Nc1cccc(F)c1)Nc1ccc(Cc2c[nH]c3ncccc23)cn1. RXN SMILES: [CH3:38][CH2:39][CH2:40][CH2:41][N+:42]([CH2:43][CH2:44][CH2:45][CH3:46])([CH2:47][CH2:48][CH2:49][CH3:50])[CH2:51][CH2:52][CH2:53][CH3:54].[F-:37].[O:56]1[CH2:57][CH2:58][CH2:59][CH2:60]1.[OH2:55].[c:1]1([S:2](=[O:3])(=[O:4])[n:10]2[cH:11][c:12]([CH2:19][c:20]3[cH:21][cH:22][c:23]([NH:26][C:27](=[O:28])[NH:29][c:30]4[cH:31][c:32]([F:36])[cH:33][cH:34][cH:35]4)[n:24][cH:25]3)[c:13]3[c:14]2[n:15][cH:16][cH:17][cH:18]3)[cH:5][cH:6][cH:7][cH:8][cH:9]1>>[nH:10]1[cH:11][c:12]([CH2:19][c:20]2[cH:21][cH:22][c:23]([NH:26][C:27](=[O:28])[NH:29][c:30]3[cH:31][c:32]([F:36])[cH:33][cH:34][cH:35]3)[n:24][cH:25]2)[c:13]2[c:14]1[n:15][cH:16][cH:17][cH:18]2. The reactants are Br (hydrobromic acid), C(C1=CC=CC=C1)OC1=C(C=C(C(=O)C2=CC=C(C=C2)C(F)(F)F)C=C1)OC (4-(benzyloxy)-3-methoxy-4'-(trifluoromethyl)benzophenone). The solvent is C(C)(=O)O (acetic acid). Conditions: time 1.5 hour. The product is OC1=C(C=C(C(=O)C2=CC=C(C=C2)C(F)(F)F)C=C1)OC (4-hydroxy-3-methoxy-4'-(trifluoromethyl)benzophenone). Reaction SMILES: Br.C([O:9][C:10]1[CH:27]=[CH:26][C:13]([C:14]([C:16]2[CH:21]=[CH:20][C:19]([C:22]([F:25])([F:24])[F:23])=[CH:18][CH:17]=2)=[O:15])=[CH:12][C:11]=1[O:28][CH3:29])C1C=CC=CC=1>C(O)(=O)C>[OH:9][C:10]1[CH:27]=[CH:26][C:13]([C:14]([C:16]2[CH:17]=[CH:18][C:19]([C:22]([F:24])([F:25])[F:23])=[CH:20][CH:21]=2)=[O:15])=[CH:12][C:11]=1[O:28][CH3:29]. Procedure details: 70 ml. of 33 percent hydrobromic acid in acetic acid are added within 15 minutes at 10° to 20 g of 4-(benzyloxy)-3-methoxy-4'-(trifluoromethyl)benzophenone (dissolved in 150 ml of methylene chloride). After stirring at 20° for 1.5 hours, the reaction mixture is poured into 600 ml. of ice-water: the methylene chloride phase is separated and the aqueous phase is extracted twice more with 100 ml. of methylene chloride. The combined methylene chloride phases are washed with 600 ml of water, dried ov... Reactants: C(C=C)(=O)OC(C)(C)C (t-butyl acrylate), CCN(C(C)C)C(C)C (DIEA), CC=1C=C(OCC2=CC=C(C=C2)C2CCNCC2)C=CC1C1CCSCC1 (4-{4-[3-Methyl-4-(tetrahydro-thiopyran-4-yl)-phenoxymethyl]-phenyl}-piperidine). The solvent is CO (MeOH). Reaction conditions: temperature 60 celsius. The product is C(C)(C)(C)OC(CCN1CCC(CC1)C1=CC=C(C=C1)COC1=CC(=C(C=C1)C1CCSCC1)C)=O (3-(4-{4-[3-Methyl-4-(tetrahydro-thiopyran-4-yl)-phenoxymethyl]-phenyl}-piperidin-1-yl)-propionic acid tert-butyl ester). RXN SMILES: [CH3:1][C:2]1[CH:3]=[C:4]([CH:19]=[CH:20][C:21]=1[CH:22]1[CH2:27][CH2:26][S:25][CH2:24][CH2:23]1)[O:5][CH2:6][C:7]1[CH:12]=[CH:11][C:10]([CH:13]2[CH2:18][CH2:17][NH:16][CH2:15][CH2:14]2)=[CH:9][CH:8]=1.[C:28]([O:32][C:33]([CH3:36])([CH3:35])[CH3:34])(=[O:31])[CH:29]=[CH2:30].CCN(C(C)C)C(C)C>CO>[C:33]([O:32][C:28](=[O:31])[CH2:29][CH2:30][N:16]1[CH2:15][CH2:14][CH:13]([C:10]2[CH:9]=[CH:8][C:7]([CH2:6][O:5][C:4]3[CH:19]=[CH:20][C:21]([CH:22]4[CH2:27][CH2:26][S:25][CH2:24][CH2:23]4)=[C:2]([CH3:1])[CH:3]=3)=[CH:12][CH:11]=2)[CH2:18][CH2:17]1)([CH3:36])([CH3:35])[CH3:34]. Procedure: Crude 4-{4-[3-Methyl-4-(tetrahydro-thiopyran-4-yl)-phenoxymethyl]-phenyl}-piperidine is dissolved in MeOH (8 mL) and treated with t-butyl acrylate (1.777 mmol, 228 mg, 0.26 mL) and DIEA (4.442 mmol, 574 mg, 0.77 mL). The resulting mixture is heated at 60° C. for 45 minutes. After concentration, the residue is partially purified by silica gel chromatography (0 to 10% MeOH in DCM) to give crude 3-(4-{4-[3-Methyl-4-(tetrahydro-thiopyran-4-yl)-phenoxymethyl]-phenyl}-piperidin-1-yl)-propionic acid te...